From a dataset of the Open Reaction Database (ORD), a public repository of structured organic reaction records. describe an organic reaction: reactants, conditions, products, and yield Starting materials: CC(=O)OCC1OC(Oc2n[nH]c(C(C)C)c2Cc2ccc(I)cc2)C(OC(C)=O)C(OC(C)=O)C1OC(C)=O, C#CCCC(=O)O, Cl, [Cu]I, C1CCOC1, c1ccc(P(c2ccccc2)(c2ccccc2)[Pd](P(c2ccccc2)(c2ccccc2)c2ccccc2)(P(c2ccccc2)(c2ccccc2)c2ccccc2)P(c2ccccc2)(c2ccccc2)c2ccccc2)cc1. Yields the product CC(=O)OCC1OC(Oc2n[nH]c(C(C)C)c2Cc2ccc(C#CCCC(=O)O)cc2)C(OC(C)=O)C(OC(C)=O)C1OC(C)=O. As a reaction SMILES: [C:1]([CH3:2])(=[O:3])[O:4][CH:5]1[CH:6]([O:24][c:25]2[n:26][nH:27][c:28]([CH:38]([CH3:39])[CH3:40])[c:29]2[CH2:30][c:31]2[cH:32][cH:33][c:34]([I:37])[cH:35][cH:36]2)[O:7][CH:8]([CH2:19][O:20][C:21]([CH3:22])=[O:23])[CH:9]([O:15][C:16]([CH3:17])=[O:18])[CH:10]1[O:11][C:12]([CH3:13])=[O:14].[C:41]([CH2:42][CH2:43][C:44]#[CH:45])(=[O:46])[OH:47].[ClH:48].[Cu:131][I:132].[O:49]1[CH2:50][CH2:51][CH2:52][CH2:53]1.[cH:54]1[cH:55][cH:56][c:57]([P:58]([Pd:59]([P:60]([c:61]2[cH:62][cH:63][cH:64][cH:65][cH:66]2)([c:67]2[cH:68][cH:69][cH:70][cH:71][cH:72]2)[c:73]2[cH:74][cH:75][cH:76][cH:77][cH:78]2)([P:79]([c:80]2[cH:81][cH:82][cH:83][cH:84][cH:85]2)([c:86]2[cH:87][cH:88][cH:89][cH:90][cH:91]2)[c:92]2[cH:93][cH:94][cH:95][cH:96][cH:97]2)[P:98]([c:99]2[cH:100][cH:101][cH:102][cH:103][cH:104]2)([c:105]2[cH:106][cH:107][cH:108][cH:109][cH:110]2)[c:111]2[cH:112][cH:113][cH:114][cH:115][cH:116]2)([c:117]2[cH:118][cH:119][cH:120][cH:121][cH:122]2)[c:123]2[cH:124][cH:125][cH:126][cH:127][cH:128]2)[cH:129][cH:130]1>>[C:1]([CH3:2])(=[O:3])[O:4][CH:5]1[CH:6]([O:24][c:25]2[n:26][nH:27][c:28]([CH:38]([CH3:39])[CH3:40])[c:29]2[CH2:30][c:31]2[cH:32][cH:33][c:34]([C:45]#[C:44][CH2:43][CH2:42][C:41](=[O:46])[OH:47])[cH:35][cH:36]2)[O:7][CH:8]([CH2:19][O:20][C:21]([CH3:22])=[O:23])[CH:9]([O:15][C:16]([CH3:17])=[O:18])[CH:10]1[O:11][C:12]([CH3:13])=[O:14].